This data is from the Open Reaction Database (ORD), a public repository of structured organic reaction records. The task is: describe an organic reaction: reactants, conditions, products, and yield Starting materials: ClC=1C=C(C=CC1F)N=C(SC)C1=NON=C1CO[Si](C(C)C)(C(C)C)C(C)C (Methyl N-(3-chloro-4-fluorophenyl)-4-[(triisopropylsilyl)oxy]methyl-1,2,5-oxadiazole-3-carbimidothioate), NO (hydroxylamine). Solvent: CCO (EtOH). Reaction conditions: temperature 75 celsius, time 6 hour. Product: ClC=1C=C(C=CC1F)NC(=NO)C1=NON=C1CO[Si](C(C)C)(C(C)C)C(C)C (N-(3-Chloro-4-fluorophenyl)-N′-hydroxy-4-[(triisopropylsilyl)oxy]methyl-1,2,5-oxadiazole-3-carboximidamide). The yield is 89.0%. Reaction SMILES: [Cl:1][C:2]1[CH:3]=[C:4]([N:9]=[C:10]([C:13]2[C:17]([CH2:18][O:19][Si:20]([CH:27]([CH3:29])[CH3:28])([CH:24]([CH3:26])[CH3:25])[CH:21]([CH3:23])[CH3:22])=[N:16][O:15][N:14]=2)SC)[CH:5]=[CH:6][C:7]=1[F:8].[NH2:30][OH:31]>CCO>[Cl:1][C:2]1[CH:3]=[C:4]([NH:9][C:10]([C:13]2[C:17]([CH2:18][O:19][Si:20]([CH:27]([CH3:29])[CH3:28])([CH:24]([CH3:26])[CH3:25])[CH:21]([CH3:23])[CH3:22])=[N:16][O:15][N:14]=2)=[N:30][OH:31])[CH:5]=[CH:6][C:7]=1[F:8]. Procedure details: Methyl N-(3-chloro-4-fluorophenyl)-4-[(triisopropylsilyl)oxy]methyl-1,2,5-oxadiazole-3-carbimidothioate (3.0 g, 6.5 mmol) was dissolved in EtOH followed by addition of 4 mL hydroxylamine (99.9% in water solution). The reaction was stirred at 75° C. for 6 hrs and monitored by HPLC. The reaction was concentrated in vacuo to a yellow oil which was dissolved in chloroform and chromatographed on 120 g of silica gel eluting with (1:4), EtOAc/hexane. The product was concentrated to give the desired pro... Reactants: C(C1=CC=CC=C1)NC(=O)N1CCN(CC1)S(=O)(=O)C1=CC=C(C=C1)[N+](=O)[O-] (4-(4-Nitro-benzenesulfonyl)-piperazine-1-carboxylic acid benzylamide), C(C)O (ethanol), [Cl-].[NH4+] (ammonium chloride). Reagents/catalysts: [Fe] (iron). The solvent is O (water). Reaction conditions: temperature 80 celsius. The product is C(C1=CC=CC=C1)NC(=O)N1CCN(CC1)S(=O)(=O)C1=CC=C(C=C1)N (4-(4-Amino-benzenesulfonyl)-piperazine-1-carboxylic acid benzylamide). The yield is 104.6%. RXN SMILES: [CH2:1]([NH:8][C:9]([N:11]1[CH2:16][CH2:15][N:14]([S:17]([C:20]2[CH:25]=[CH:24][C:23]([N+:26]([O-])=O)=[CH:22][CH:21]=2)(=[O:19])=[O:18])[CH2:13][CH2:12]1)=[O:10])[C:2]1[CH:7]=[CH:6][CH:5]=[CH:4][CH:3]=1.C(O)C.[Cl-].[NH4+]>[Fe].O>[CH2:1]([NH:8][C:9]([N:11]1[CH2:12][CH2:13][N:14]([S:17]([C:20]2[CH:21]=[CH:22][C:23]([NH2:26])=[CH:24][CH:25]=2)(=[O:19])=[O:18])[CH2:15][CH2:16]1)=[O:10])[C:2]1[CH:7]=[CH:6][CH:5]=[CH:4][CH:3]=1 |f:2.3|. Procedure details: 4-(4-Nitro-benzenesulfonyl)-piperazine-1-carboxylic acid benzylamide (0.5 g, 1.2 mmol) was suspended in a 5:1 mixture of ethanol and water (30 ml). To this solution was added iron powder (0.18 g, 3.1 mmol) followed by saturated ammonium chloride solution (1 ml) and the mixture was heated to 80° C. for three hours. After this time, the reaction mixture was cooled to room temperature and filtered through a pad of celite, the celite was washed with ethanol (10 ml) and ethyl acetate (50 ml) and the ... Reactants: [H-].[H-].[H-].[H-].[Li+].[Al+3] (LiAlH4), solution, FC(C(C#N)(C)NCC1=CC=C(C=C1)OC)(F)F (3,3,3-trifluoro-2-(4-methoxybenzylamino)-2-methyl propanenitrile), O (water), O (water). Run in C1CCOC1 (THF), diether ether. Conditions: time 8 hour. Yields the product FC(C(CN)(NCC1=CC=C(C=C1)OC)C)(F)F (3,3,3-trifluoro-N2-(4-methoxybenzyl)-2-methylpropane-1,2-diamine). Reaction SMILES: [F:1][C:2]([F:18])([F:17])[C:3]([NH:7][CH2:8][C:9]1[CH:14]=[CH:13][C:12]([O:15][CH3:16])=[CH:11][CH:10]=1)([CH3:6])[C:4]#[N:5].[H-].[H-].[H-].[H-].[Li+].[Al+3].O>C1COCC1>[F:1][C:2]([F:17])([F:18])[C:3]([CH3:6])([NH:7][CH2:8][C:9]1[CH:14]=[CH:13][C:12]([O:15][CH3:16])=[CH:11][CH:10]=1)[CH2:4][NH2:5] |f:1.2.3.4.5.6|. Procedure: To a cooled (0° C.) solution of 3,3,3-trifluoro-2-(4-methoxybenzylamino)-2-methyl propanenitrile (1.5 g, 5.81 mmol) in dry diether ether (50 ml) was added LiAlH4 (11.62 ml of a 2M solution in THF) and the resulting mixture was stirred at RT overnight. The reaction mixture was hydrolyzed by successive addition of water 15% KOH, and water. The resulting precipitate was filtered on Celite® (filter material) and the organic portion was washed with water, dried over MgSO4 and concentrated under reduc... The reactants are C(CCl)Cl (ethylene dichloride), NC1=C(C(=NN1C1=C(C=C(C=C1Cl)C(F)(F)F)Cl)C#N)SC(F)(F)F (5-amino-3-cyano-1-(2,6-dichloro-4-trifluromethylphenyl)-4-trifluromethylthio pyrazole), OO (H2O2), OS(=O)(=O)O (H2SO4). The solvent is O (water). Run at temperature 7.5 celsius. The product is C=1C(=CC(=C(C1Cl)N2C(=C(C(=N2)C#N)[S+](C(F)(F)F)[O-])N)Cl)C(F)(F)F (fipronil). Yield: 80.1%. Reaction SMILES: C(Cl)CCl.[NH2:5][C:6]1[N:10]([C:11]2[C:16]([Cl:17])=[CH:15][C:14]([C:18]([F:21])([F:20])[F:19])=[CH:13][C:12]=2[Cl:22])[N:9]=[C:8]([C:23]#[N:24])[C:7]=1[S:25][C:26]([F:29])([F:28])[F:27].OO.[OH:32]S(O)(=O)=O>O>[CH:15]1[C:14]([C:18]([F:19])([F:20])[F:21])=[CH:13][C:12]([Cl:22])=[C:11]([N:10]2[N:9]=[C:8]([C:23]#[N:24])[C:7]([S+:25]([O-:32])[C:26]([F:29])([F:28])[F:27])=[C:6]2[NH2:5])[C:16]=1[Cl:17]. Reported procedure: 3.0 liter of ethylene dichloride & 421.0 gms of 5-amino-3-cyano-1-(2,6-dichloro-4-trifluromethylphenyl)-4-trifluromethylthio pyrazole was charged in a reactor flask with overhead stirring & condenser system. This mass was cooled to a temperature of about 5-10° C. 95.0 gms of H2O2 (50.0% w/w) & 2000.0 gms H2SO4 (85.0% w/w) were simultaneously added over a period of 3-4 hours. The reaction temperature was maintained at 12-15° C. for about 2.0 hours with monitoring of reaction conversion. The react... The reactants are [H-].[Na+] (sodium hydride), IC (iodomethane), 22, ClC1=C(C=CC(=C1)Cl)CC(=O)OC (methyl 2,4-dichlorobenzeneacetate). The solvent is CN(C=O)C (N,N-dimethylformamide). Reaction conditions: time 3 hour. The product is 20, ClC1=C(C=CC(=C1)Cl)C(C(=O)OC)C (methyl 2,4-dichloro-α-methylbenzeneacetate). Isolated yield 80.0%. RXN SMILES: [Cl:1][C:2]1[CH:7]=[C:6]([Cl:8])[CH:5]=[CH:4][C:3]=1[CH2:9][C:10]([O:12][CH3:13])=[O:11].[H-].[Na+].I[CH3:17]>CN(C)C=O>[Cl:1][C:2]1[CH:7]=[C:6]([Cl:8])[CH:5]=[CH:4][C:3]=1[CH:9]([CH3:17])[C:10]([O:12][CH3:13])=[O:11] |f:1.2|. Reported procedure: To a stirred mixture of 22 parts of methyl 2,4-dichlorobenzeneacetate and 135 parts of N,N-dimethylformamide are added 3.1 parts of sodium hydride dispersion 78% while nitrogen gas is introduced. The whole is stirred till foaming has ceased and cooled in an ice-bath. Then there are added dropwise 16 parts of iodomethane. Upon completion, stirring is continued for 3 hours at room temperature. The reaction mixture is poured onto water and the product is extracted with 2,2'-oxybispropane. The extra...